From a dataset of the Open Reaction Database (ORD), a public repository of structured organic reaction records. describe an organic reaction: reactants, conditions, products, and yield Reactants: ClCC1CCNCC1 (4-(chloromethyl)piperidine), ClC1=CC=C(C=C1)[C@H]1C[C@]12C(NC1=CC=CC=C21)=O ((1S,2R)-2-(4-chlorophenyl)spiro[cyclopropane-1,3′-indolin]-2′-one), 367.2. Product: ClC1=CC=C(C=C1)[C@@H]1C[C@@]12C(N(C1=CC=CC=C21)CC2CCNCC2)=O ((1R,2S)-2-(4-chlorophenyl)-1′-(piperidin-4-ylmethyl) Spiro[cyclopropane-1,3′-indolin]-2′-one). RXN SMILES: Cl[CH2:2][CH:3]1[CH2:8][CH2:7][NH:6][CH2:5][CH2:4]1.[Cl:9][C:10]1[CH:15]=[CH:14][C:13]([C@@H:16]2[C@:18]3([C:26]4[C:21](=[CH:22][CH:23]=[CH:24][CH:25]=4)[NH:20][C:19]3=[O:27])[CH2:17]2)=[CH:12][CH:11]=1>>[Cl:9][C:10]1[CH:11]=[CH:12][C:13]([C@H:16]2[C@@:18]3([C:26]4[C:21](=[CH:22][CH:23]=[CH:24][CH:25]=4)[N:20]([CH2:2][CH:3]4[CH2:8][CH2:7][NH:6][CH2:5][CH2:4]4)[C:19]3=[O:27])[CH2:17]2)=[CH:14][CH:15]=1. Procedure details: The title compound was prepared in analogy to Example 70 starting from 4-(chloromethyl)piperidine (commercially available), (1R,2S) and (1S,2R)-2-(4-chlorophenyl)spiro[cyclopropane-1,3′-indolin]-2′-one prepared as in Scheme 1. LC/MS m/e calcd. for C22H23ClN2O: 366, observed (M+H)+: 367.2 1HNMR (400 MHz, MeOD-d4) δppm 1.51-1.67 (m, 2 H) 1.96 (br. s., 2 H) 2.12-2.21 (m, 2 H) 2.21-2.35 (m, 1 H) 2.93-3.07 (m, 2 H) 3.22 (t, J=8.59 Hz, 1 H) 3.38-3.50 (m, 2 H) 3.84 (d, J=7.33 Hz, 2 H) 6.09 (d, J=7.58 H... Reactants: CCC(=O)Br, CCn1ncc2c3[nH]c4ccnn4c(=O)c3cnc21. Product: CCC(=O)n1c2c(cnc3c2cnn3CC)c(=O)n2nccc12. Reaction SMILES: [C:20]([CH2:21][CH3:22])(=[O:23])[Br:24].[CH2:1]([CH3:2])[n:3]1[n:4][cH:5][c:6]2[c:7]1[n:8][cH:9][c:10]1[c:11]2[nH:12][c:13]2[n:14]([c:15]1=[O:16])[n:17][cH:18][cH:19]2>>[CH2:1]([CH3:2])[n:3]1[n:4][cH:5][c:6]2[c:7]1[n:8][cH:9][c:10]1[c:11]2[n:12]([C:20]([CH2:21][CH3:22])=[O:23])[c:13]2[n:14]([c:15]1=[O:16])[n:17][cH:18][cH:19]2. Yields the product CN(Cc1cc(C(F)(F)F)cc(C(F)(F)F)c1)C(=O)c1cnc(N)nc1-c1ccccc1Br. Reactants: CN(C)C=O, CN(Cc1cc(C(F)(F)F)cc(C(F)(F)F)c1)C(=O)c1cnc(S(C)(=O)=O)nc1-c1ccccc1Br, N. RXN SMILES: [CH3:38][N:39]([CH3:40])[CH:41]=[O:42].[F:1][C:2]([c:3]1[cH:4][c:5]([CH2:6][N:7]([C:8](=[O:9])[c:10]2[c:11](-[c:20]3[c:21]([Br:26])[cH:22][cH:23][cH:24][cH:25]3)[n:12][c:13]([S:16]([CH3:17])(=[O:18])=[O:19])[n:14][cH:15]2)[CH3:27])[cH:28][c:29]([C:31]([F:32])([F:33])[F:34])[cH:30]1)([F:35])[F:36].[NH3:37]>>[F:1][C:2]([c:3]1[cH:4][c:5]([CH2:6][N:7]([C:8](=[O:9])[c:10]2[c:11](-[c:20]3[c:21]([Br:26])[cH:22][cH:23][cH:24][cH:25]3)[n:12][c:13]([NH2:37])[n:14][cH:15]2)[CH3:27])[cH:28][c:29]([C:31]([F:32])([F:33])[F:34])[cH:30]1)([F:35])[F:36]. Run in COCCOC (DME). Yields the product C1N(CCC2=CC=CC=C12)CCOC1=C(C=C2C(=C(C=NC2=C1)C#N)NC1=CC=C2C=NNC2=C1)OC (7-[2-(3,4-Dihydro-1H-isoquinolin-2-yl)-ethoxy]-4-(1H-indazol-6-ylamino)-6-methoxy-quinoline-3-carbonitrile). Procedure details: Using an analogous procedure to that described in Example 157, 173.0 mg (0.44 mmol) of the 7-(2-chloro-ethoxy)-4-(1H-indazol-6-ylamino)-6-methoxy-quinoline-3-carbonitrile, 586.0 mg (4.4 mmol) of 1,2,3,4-tetrahydroisoquinoline and 66.0 mg (0.44 mmol) of sodium iodide in 4 mL of DME was heated at 135° C. for 16 hr. The work up gave 109.3 mg (50.6%) of the product as a yellow solid, m.p. 170-173° C., mass (electrospray, m/e): M+H 491.0 Starting materials: ClCCOC1=C(C=C2C(=C(C=NC2=C1)C#N)NC1=CC=C2C=NNC2=C1)OC (7-(2-chloro-ethoxy)-4-(1H-indazol-6-ylamino)-6-methoxy-quinoline-3-carbonitrile), product, C1NCCC2=CC=CC=C12 (1,2,3,4-tetrahydroisoquinoline), [I-].[Na+] (sodium iodide). Conditions: temperature 135 celsius. Reaction SMILES: Cl[CH2:2][CH2:3][O:4][C:5]1[CH:14]=[C:13]2[C:8]([C:9]([NH:17][C:18]3[CH:26]=[C:25]4[C:21]([CH:22]=[N:23][NH:24]4)=[CH:20][CH:19]=3)=[C:10]([C:15]#[N:16])[CH:11]=[N:12]2)=[CH:7][C:6]=1[O:27][CH3:28].[CH2:29]1[C:38]2[C:33](=[CH:34][CH:35]=[CH:36][CH:37]=2)[CH2:32][CH2:31][NH:30]1.[I-].[Na+]>COCCOC>[CH2:29]1[C:38]2[C:33](=[CH:34][CH:35]=[CH:36][CH:37]=2)[CH2:32][CH2:31][N:30]1[CH2:2][CH2:3][O:4][C:5]1[CH:14]=[C:13]2[C:8]([C:9]([NH:17][C:18]3[CH:26]=[C:25]4[C:21]([CH:22]=[N:23][NH:24]4)=[CH:20][CH:19]=3)=[C:10]([C:15]#[N:16])[CH:11]=[N:12]2)=[CH:7][C:6]=1[O:27][CH3:28] |f:2.3|.